Dataset: the Open Reaction Database (ORD), a public repository of structured organic reaction records. Task: describe an organic reaction: reactants, conditions, products, and yield The reactants are CCOC(=O)COc1ccc(S)cc1C, CCOCC, ClCCBr, Cl, [K+], [K+], N#N, O=C([O-])[O-], CN(C)C=O. Product: CCOC(=O)COc1ccc(SCCCl)cc1C. Reaction SMILES: [CH2:1]([CH3:2])[O:3][C:4]([CH2:5][O:6][c:7]1[c:8]([CH3:14])[cH:9][c:10]([SH:13])[cH:11][cH:12]1)=[O:15].[CH3:34][CH2:35][O:36][CH2:37][CH3:38].[Cl:24][CH2:25][CH2:26][Br:27].[ClH:28].[K+:18].[K+:19].[N:16]#[N:17].[O-:20][C:21]([O-:22])=[O:23].[O:29]=[CH:30][N:31]([CH3:32])[CH3:33]>>[CH2:1]([CH3:2])[O:3][C:4]([CH2:5][O:6][c:7]1[c:8]([CH3:14])[cH:9][c:10]([S:13][CH2:26][CH2:25][Cl:24])[cH:11][cH:12]1)=[O:15]. Starting materials: Cc1ccccc1, CN(C)C=O, ClP(c1ccccc1)c1ccccc1, [Mg], O=P(O)(O)O. Yields the product c1ccc(Pc2ccccc2)cc1. As a reaction SMILES: [CH3:21][c:22]1[cH:23][cH:24][cH:25][cH:26][cH:27]1.[CH3:28][N:29]([CH3:30])[CH:31]=[O:32].[Cl:1][P:2]([c:3]1[cH:4][cH:5][cH:6][cH:7][cH:8]1)[c:9]1[cH:10][cH:11][cH:12][cH:13][cH:14]1.[Mg:15].[P:16](=[O:17])([OH:18])([OH:19])[OH:20]>>[PH:2]([c:3]1[cH:4][cH:5][cH:6][cH:7][cH:8]1)[c:9]1[cH:10][cH:11][cH:12][cH:13][cH:14]1. Reactants: COc1ccc(-c2ncc(NC(=O)OCc3ccccc3)c(=O)n2CC(=O)O)cc1, NC(Cc1ccccc1)C(O)C(F)(F)F, CN(C)C=O, On1nnc2ccccc21. The product is COc1ccc(-c2ncc(NC(=O)OCc3ccccc3)c(=O)n2CC(=O)NC(Cc2ccccc2)C(O)C(F)(F)F)cc1. RXN SMILES: [CH2:1]([c:2]1[cH:3][cH:4][cH:5][cH:6][cH:7]1)[O:8][C:9](=[O:10])[NH:11][c:12]1[cH:13][n:14][c:15](-[c:23]2[cH:24][cH:25][c:26]([O:29][CH3:30])[cH:27][cH:28]2)[n:16]([CH2:19][C:20](=[O:21])[OH:22])[c:17]1=[O:18].[NH2:31][CH:32]([CH:33]([C:34]([F:35])([F:36])[F:37])[OH:38])[CH2:39][c:40]1[cH:41][cH:42][cH:43][cH:44][cH:45]1.[O:56]=[CH:57][N:58]([CH3:59])[CH3:60].[OH:46][n:47]1[c:48]2[c:49]([cH:50][cH:51][cH:52][cH:53]2)[n:54][n:55]1>>[CH2:1]([c:2]1[cH:3][cH:4][cH:5][cH:6][cH:7]1)[O:8][C:9](=[O:10])[NH:11][c:12]1[cH:13][n:14][c:15](-[c:23]2[cH:24][cH:25][c:26]([O:29][CH3:30])[cH:27][cH:28]2)[n:16]([CH2:19][C:20](=[O:22])[NH:31][CH:32]([CH:33]([C:34]([F:35])([F:36])[F:37])[OH:38])[CH2:39][c:40]2[cH:41][cH:42][cH:43][cH:44][cH:45]2)[c:17]1=[O:18]. The reactants are C(C)(C)(C)C1=CC=C2C(C(=CNC2=C1)C(=O)OCC)=O (Ethyl 7-tert-butyl-4-oxo-1,4-dihydroquinoline-3-carboxylate), O=P(Cl)(Cl)Cl (POCl3). Reaction conditions: temperature 120 celsius. The product is C(C)(C)(C)C1=CC=C2C(=C(C=NC2=C1)C(=O)OCC)Cl (Ethyl 7-tert-butyl-4-chloroquinoline-3-carboxylate). Reaction SMILES: [C:1]([C:5]1[CH:14]=[C:13]2[C:8]([C:9](=O)[C:10]([C:15]([O:17][CH2:18][CH3:19])=[O:16])=[CH:11][NH:12]2)=[CH:7][CH:6]=1)([CH3:4])([CH3:3])[CH3:2].O=P(Cl)(Cl)[Cl:23]>>[C:1]([C:5]1[CH:14]=[C:13]2[C:8]([C:9]([Cl:23])=[C:10]([C:15]([O:17][CH2:18][CH3:19])=[O:16])[CH:11]=[N:12]2)=[CH:7][CH:6]=1)([CH3:4])([CH3:3])[CH3:2]. Procedure: A mixture of Ethyl 7-tert-butyl-4-oxo-1,4-dihydroquinoline-3-carboxylate (4.54 g, 16.6 mmol) in POCl3 (60 ml) was heated at 120° C. for 3 hours. After the solvent was evaporated in vacuo, the residue was diluted with CH2Cl2. The organic layer was poured into ammonia-water with ice-cooling. The aqueous layer was extracted with CH2Cl2 and the organic layer was washed with water, dried over sodium sulfate and concentrated in vacuo to give crude product. The crude product was purified by column chro... The reactants are NO (amino alcohol), aqueous solution, C(=O)([O-])[O-].[K+].[K+] (K2CO3), ClC(=O)OCC1=CC=CC=C1 (benzyl chloroformate). The solvent is C(Cl)Cl (CH2Cl2). Reaction conditions: time 30 minute. Yields the product C(=O)(OCC1=CC=CC=C1)NO (N-CBZ amino alcohol). The yield is 135.7%. Reaction SMILES: [NH2:1][OH:2].C([O-])([O-])=O.[K+].[K+].Cl[C:10]([O:12][CH2:13][C:14]1[CH:19]=[CH:18][CH:17]=[CH:16][CH:15]=1)=[O:11]>C(Cl)Cl>[C:10]([NH:1][OH:2])([O:12][CH2:13][C:14]1[CH:19]=[CH:18][CH:17]=[CH:16][CH:15]=1)=[O:11] |f:1.2.3|. Procedure details: A solution of crude amino alcohol 1f (223 g, 1.19 mol) in 1 L of CH2Cl2 was treated with a 1 L aqueous solution of K2CO3 (200 g, 1.45 mol) and cooled in a ice bath. The mixture is stirred vigorously while benzyl chloroformate (225 g, 1.3 mol) is added slowly. After the addition is complete the mixture is stirred an additional 30 min. The organic layer is separated and washed with water, brine and concentrated to give 390 g of crude product. This is recrystallized from hexane to give 270 g of N-C... Reactants: C(C)C1(C(N(C1=O)C(=O)NC(CCC)C1=CC=C(C=C1)C)OC1=CC=C(C=C1)C(=O)NCCN1CCC(CC1)OCC1=CC=CC=C1)CC (3,3-diethyl-2-[4-[[[2-(4-benzyloxy-1-piperidinyl]ethyl]amino]carbonyl]phenoxy]-N-[1-(4-methylphenyl)butyl]-4-oxo-1-azetidinecarboxamide). Reagents/catalysts: [Pd] (Pd/C). The solvent is C(C)(=O)O (acetic acid). The product is C(C)C1(C(N(C1=O)C(=O)NC(CCC)C1=CC=C(C=C1)C)OC1=CC=C(C=C1)C(=O)NCCN1CCC(CC1)O)CC (3,3-diethyl-2-[4-[[[2-(4-hydroxy-1-piperidinyl)ethyl]amino]carbonyl]phenoxy]-N-[1-(4-methyl-phenyl)butyl]-4-oxo-1-azetidine-carboxamide). RXN SMILES: [CH2:1]([C:3]1([CH2:48][CH3:49])[C:6](=[O:7])[N:5]([C:8]([NH:10][CH:11]([C:15]2[CH:20]=[CH:19][C:18]([CH3:21])=[CH:17][CH:16]=2)[CH2:12][CH2:13][CH3:14])=[O:9])[CH:4]1[O:22][C:23]1[CH:28]=[CH:27][C:26]([C:29]([NH:31][CH2:32][CH2:33][N:34]2[CH2:39][CH2:38][CH:37]([O:40]CC3C=CC=CC=3)[CH2:36][CH2:35]2)=[O:30])=[CH:25][CH:24]=1)[CH3:2]>C(O)(=O)C.[Pd]>[CH2:48]([C:3]1([CH2:1][CH3:2])[C:6](=[O:7])[N:5]([C:8]([NH:10][CH:11]([C:15]2[CH:16]=[CH:17][C:18]([CH3:21])=[CH:19][CH:20]=2)[CH2:12][CH2:13][CH3:14])=[O:9])[CH:4]1[O:22][C:23]1[CH:24]=[CH:25][C:26]([C:29]([NH:31][CH2:32][CH2:33][N:34]2[CH2:35][CH2:36][CH:37]([OH:40])[CH2:38][CH2:39]2)=[O:30])=[CH:27][CH:28]=1)[CH3:49]. Procedure details: A solution of the amide from step A above in 10 ml of glacial acetic acid containing 22 mg of 10% Pd/C is hydrogenated under 42 lb hydrogen pressure. When TLC indicate completion of the reaction, the mixture is filtered and concentrated in vacuo after the addition of 50 ml toluene. The residue is dissolved in ethyl acetate, washed with saturated sodium bicarbonate solution. The organic layer is dried with sodium sulfate and concentrated in vacuo. The residue is chromatographed on 15 g silica gel... Reactants: C(#N)C1=CC=C(C=C1)C=1C=NN(C1O)C1=NC=C(C(=O)O)C=C1 (6-(4-(4-cyanophenyl)-5-hydroxy-1H-pyrazol-1-yl)nicotinic acid), COCCC1(CC1)N (1-(2-methoxyethyl)cyclopropanamine). Product: C(#N)C1=CC=C(C=C1)C=1C=NN(C1O)C1=NC=C(C(=O)NC2(CC2)CCOC)C=C1 (6-(4-(4-cyanophenyl)-5-hydroxy-1H-pyrazol-1-yl)-N-(1-(2-methoxyethyl)cyclopropyl)nicotinamide). As a reaction SMILES: [C:1]([C:3]1[CH:8]=[CH:7][C:6]([C:9]2[CH:10]=[N:11][N:12]([C:15]3[CH:23]=[CH:22][C:18]([C:19](O)=[O:20])=[CH:17][N:16]=3)[C:13]=2[OH:14])=[CH:5][CH:4]=1)#[N:2].[CH3:24][O:25][CH2:26][CH2:27][C:28]1([NH2:31])[CH2:30][CH2:29]1>>[C:1]([C:3]1[CH:4]=[CH:5][C:6]([C:9]2[CH:10]=[N:11][N:12]([C:15]3[CH:23]=[CH:22][C:18]([C:19]([NH:31][C:28]4([CH2:27][CH2:26][O:25][CH3:24])[CH2:30][CH2:29]4)=[O:20])=[CH:17][N:16]=3)[C:13]=2[OH:14])=[CH:7][CH:8]=1)#[N:2]. Reported procedure: The title compound was prepared in a manner similar to Example 198 using 6-(4-(4-cyanophenyl)-5-hydroxy-1H-pyrazol-1-yl)nicotinic acid and 1-(2-methoxyethyl)cyclopropanamine. 1H NMR (400 MHz, DMSO-d6) δ ppm 0.58-0.73 (m, 4H) 1.79 (t, J=6.9 Hz, 2H) 3.14 (s, 3H) 3.39 (t, J=6.9 Hz, 2H) 7.72 (d, J=8.6 Hz, 2H) 8.07 (d, J=7.8 Hz, 2H) 8.27-8.34 (m, 1H) 8.37 (br. s., 1H) 8.57 (br. s., 1H) 8.77 (s, 1H) 8.79-8.83 (m, 1H) 13.46 (br. s., 1H). MS m/z 404 [M+H]+. Starting materials: BrC1=C(C(=O)NN)C=CC(=C1)Cl (2-bromo-4-chlorobenzhydrazide), C(C=C)N=C=O (allyl isocyanate). Run in C1CCOC1 (THF), C(C)OCC (diethyl ether), C1CCOC1 (THF). Reaction conditions: time 16 hour. Yields the product C(C=C)NC(=O)NNC(C1=C(C=C(C=C1)Cl)Br)=O (N-Allyl-2-(2-bromo-4-chlorobenzoyl)hydrazinecarboxamide). As a reaction SMILES: [Br:1][C:2]1[CH:11]=[C:10]([Cl:12])[CH:9]=[CH:8][C:3]=1[C:4]([NH:6][NH2:7])=[O:5].[CH2:13]([N:16]=[C:17]=[O:18])[CH:14]=[CH2:15]>C1COCC1.C(OCC)C>[CH2:13]([NH:16][C:17]([NH:7][NH:6][C:4](=[O:5])[C:3]1[CH:8]=[CH:9][C:10]([Cl:12])=[CH:11][C:2]=1[Br:1])=[O:18])[CH:14]=[CH2:15]. Procedure: A quantity of 10.0 g (40.1 mmol) of 2-bromo-4-chlorobenzhydrazide was suspended in 100 ml of THF at 50° C. and admixed with 3.59 ml (40.9 mmol) of allyl isocyanate in solution in 50 ml of THF. Stirring was continued for 16 h at 50° C. The batch was then allowed to cool to RT and diluted with 50 ml of diethyl ether. The precipitated solid was filtered off with suction, washed with a little diethyl ether and dried in an HV. This gave 11.30 g (85% of theory) of the title compound. Reactants: C(C1=CC=CC=C1)N1N=C(C2=CC=CC=C12)C=1OC(=CC1)C(=O)OC (1-benzyl-3-(5-methoxycarbonyl-2-furyl)-1H-indazole), CaBH4, resultant mixture. The solvent is C1CCOC1 (THF), C1CCOC1 (THF). Yields the product C(C1=CC=CC=C1)N1N=C(C2=CC=CC=C12)C=1OC(=CC1)CO (1-Benzyl-3-(5-hydroxymethyl-2-furyl)-1H-indazole). Isolated yield 86.0%. Reaction SMILES: [CH2:1]([N:8]1[C:16]2[C:11](=[CH:12][CH:13]=[CH:14][CH:15]=2)[C:10]([C:17]2[O:18][C:19]([C:22](OC)=[O:23])=[CH:20][CH:21]=2)=[N:9]1)[C:2]1[CH:7]=[CH:6][CH:5]=[CH:4][CH:3]=1>C1COCC1>[CH2:1]([N:8]1[C:16]2[C:11](=[CH:12][CH:13]=[CH:14][CH:15]=2)[C:10]([C:17]2[O:18][C:19]([CH2:22][OH:23])=[CH:20][CH:21]=2)=[N:9]1)[C:2]1[CH:7]=[CH:6][CH:5]=[CH:4][CH:3]=1. Procedure details: A solution of 1-benzyl-3-(5-methoxycarbonyl-2-furyl)-1H-indazole in THF (150 mL) was added dropwise to a suspension of CaBH4.2THF (3.9 g, 18.23 mmol) in THF (150 mL) at room temperature. The resultant mixture was heated to reflux for 15 h. The reaction mixture was allowed to cool, then poured slowly onto brine. The layers were separated and the aqueous layer was extracted three times with ether. The combined organic material was dried (MgSO4) and concentrated under reduced pressure. The crude pr... Starting materials: ClC1=C2C(=NC=C1C(C1=CC(=CC=C1)Cl)=O)N(N=C2)CC (4-Chloro-5-(3-chlorobenzoyl)-1-ethyl-1H-pyrazolo[3,4-b]pyridine), Cl.NO (hydroxylamine hydrochloride), Cl.NO (hydroxylamine hydrochloride), C(C)(=O)[O-].[Na+] (Sodium acetate). Run in C(C)(=O)O (acetic acid). Product: ClC=1C=C(C=CC1)C=1ON=C2C3=C(N=CC21)N(N=C3)CC (3-(3-Chlorophenyl)-6-ethyl-6H-isoxazolo[3,4-d]pyrazolo[3,4-b]pyridine). Reaction SMILES: Cl[C:2]1[C:7]([C:8](=[O:16])[C:9]2[CH:14]=[CH:13][CH:12]=[C:11]([Cl:15])[CH:10]=2)=[CH:6][N:5]=[C:4]2[N:17]([CH2:20][CH3:21])[N:18]=[CH:19][C:3]=12.Cl.[NH2:23]O.C([O-])(=O)C.[Na+]>C(O)(=O)C>[Cl:15][C:11]1[CH:10]=[C:9]([C:8]2[O:16][N:23]=[C:2]3[C:7]=2[CH:6]=[N:5][C:4]2[N:17]([CH2:20][CH3:21])[N:18]=[CH:19][C:3]3=2)[CH:14]=[CH:13][CH:12]=1 |f:1.2,3.4|. Reported procedure: 4-Chloro-5-(3-chlorobenzoyl)-1-ethyl-1H-pyrazolo[3,4-b]pyridine (2.65 g) was stirred overnight at 90° in 75 ml of glacial acetic acid containing 3.0 g of hydroxylamine hydrochloride. Sodium acetate (3.5 g) was then added, followed by an additional 1.0 g of hydroxylamine hydrochloride. The reaction mixture was then evaporated and the residue distributed between aqueous sodium bicarbonate and dichloromethane. The organic layer was evaporated and the residue was triturated with methanol and then ch...